Dataset: the Open Reaction Database (ORD), a public repository of structured organic reaction records. Task: describe an organic reaction: reactants, conditions, products, and yield Starting materials: C=CC(=O)OC, CO, COc1ccc(N)cc1, CCCCCON=O, CC(=O)[O-], CC(=O)[O-], [Pd+2], O=S(=O)(O)O. Yields the product COC(=O)C=Cc1ccc(OC)cc1. As a reaction SMILES: [C:23]([CH:24]=[CH2:25])(=[O:26])[O:27][CH3:28].[CH3:29][OH:30].[CH3:9][O:10][c:11]1[cH:12][cH:13][c:14]([NH2:17])[cH:15][cH:16]1.[N:1]([O:2][CH2:3][CH2:4][CH2:5][CH2:6][CH3:7])=[O:8].[O-:32][C:33]([CH3:34])=[O:35].[O-:36][C:37]([CH3:38])=[O:39].[Pd+2:31].[S:18](=[O:19])(=[O:20])([OH:21])[OH:22]>>[CH3:9][O:10][c:11]1[cH:12][cH:13][c:14]([CH:25]=[CH:24][C:23](=[O:26])[O:27][CH3:28])[cH:15][cH:16]1. Reactants: C(C)OC(CCCN1CCN(CCC1)C(C1=CC=C(C=C1)[C@H](C1=CC(=CC=C1)O)N1[C@H](CN([C@@H](C1)C)CC=C)C)=O)=O (4-(4-{4-[(R)-((2S,5R)-4-allyl-2,5-dimethylpiperazin-1-yl)(3-hydroxyphenyl)methyl]benzoyl}[1,4]diazepan-1-yl)butyric acid ethyl ester), Cl (HCl). Solvent: C1CCOC1 (THF), [OH-].[Na+] (NaOH). Reaction conditions: time 8 hour. Product: C(C=C)N1C[C@@H](N(C[C@H]1C)[C@H](C1=CC=C(C(=O)N2CCN(CCC2)CCCC(=O)O)C=C1)C1=CC(=CC=C1)O)C (4-(4-{4-[(R)-((2S,5R)-4-allyl-2,5-dimethylpiperazin-1-yl)(3-hydroxy-phenyl)methyl]benzoyl}[1,4]diazepan-1-yl)butyric acid). The yield is 57.3%. As a reaction SMILES: C([O:3][C:4](=[O:42])[CH2:5][CH2:6][CH2:7][N:8]1[CH2:14][CH2:13][CH2:12][N:11]([C:15](=[O:41])[C:16]2[CH:21]=[CH:20][C:19]([C@@H:22]([N:30]3[CH2:35][C@@H:34]([CH3:36])[N:33]([CH2:37][CH:38]=[CH2:39])[CH2:32][C@@H:31]3[CH3:40])[C:23]3[CH:28]=[CH:27][CH:26]=[C:25]([OH:29])[CH:24]=3)=[CH:18][CH:17]=2)[CH2:10][CH2:9]1)C.Cl>C1COCC1.[OH-].[Na+]>[CH2:37]([N:33]1[C@H:34]([CH3:36])[CH2:35][N:30]([C@@H:22]([C:23]2[CH:28]=[CH:27][CH:26]=[C:25]([OH:29])[CH:24]=2)[C:19]2[CH:18]=[CH:17][C:16]([C:15]([N:11]3[CH2:12][CH2:13][CH2:14][N:8]([CH2:7][CH2:6][CH2:5][C:4]([OH:42])=[O:3])[CH2:9][CH2:10]3)=[O:41])=[CH:21][CH:20]=2)[C@@H:31]([CH3:40])[CH2:32]1)[CH:38]=[CH2:39] |f:3.4|. Procedure: To the compound of Example 117 (330 mg) in THF (5 mL) was added IN NaOH solution (3 mL). The reaction was stirred at room temperature overnight. The reaction solution was neutralized by the addition of 1 N HCl solution (3 mL). The organic solvent was removed under vacuum. The remaining water layer was diluted by water (4 mL). The water layer was extracted by n-butanol (10 mL×3). The combined n-butanol layer was washed by water (10 mL×2) and concentrated to give crude product (245 mg), which was ... Reaction SMILES: [C:11](=[O:12])([O-:13])[O-:14].[CH3:17][C:18](=[O:19])[CH3:20].[CH3:1][O:2][CH2:3][CH2:4][Br:5].[K+:15].[K+:16].[nH:6]1[n:7][cH:8][n:9][cH:10]1>>[CH3:1][O:2][CH2:3][CH2:4][n:6]1[n:7][cH:8][n:9][cH:10]1. Reactants: O=C([O-])[O-], CC(C)=O, COCCBr, [K+], [K+], c1nc[nH]n1. The product is COCCn1cncn1. The reactants are CCO, C=[N+]=[N-], CC(C)(C)OC(=O)NCC#CCC(N)C(=O)O. The product is COC(=O)C(N)CC#CCNC(=O)OC(C)(C)C. RXN SMILES: [CH3:21][CH2:22][OH:23].[N+:1](=[N-:2])=[CH2:3].[NH2:4][CH:5]([CH2:6][C:7]#[C:8][CH2:9][NH:10][C:11](=[O:12])[O:13][C:14]([CH3:15])([CH3:16])[CH3:17])[C:18](=[O:19])[OH:20]>>[CH3:3][O:20][C:18]([CH:5]([NH2:4])[CH2:6][C:7]#[C:8][CH2:9][NH:10][C:11](=[O:12])[O:13][C:14]([CH3:15])([CH3:16])[CH3:17])=[O:19]. The reactants are CC(C)(C)OC(=O)NC1CCN(CC2CC(SC(c3ccccc3)(c3ccccc3)c3ccccc3)CN2C(=O)OCc2ccc([N+](=O)[O-])cc2)C1, COc1ccccc1, CCOC(C)=O, O=C(O)C(F)(F)F. Yields the product NC1CCN(CC2CC(SC(c3ccccc3)(c3ccccc3)c3ccccc3)CN2C(=O)OCc2ccc([N+](=O)[O-])cc2)C1. As a reaction SMILES: [C:1]([O:2][C:3](=[O:4])[NH:8][CH:9]1[CH2:10][N:11]([CH2:14][CH:15]2[N:16]([C:40](=[O:41])[O:42][CH2:43][c:44]3[cH:45][cH:46][c:47]([N+:50](=[O:51])[O-:52])[cH:48][cH:49]3)[CH2:17][CH:18]([S:20][C:21]([c:22]3[cH:23][cH:24][cH:25][cH:26][cH:27]3)([c:28]3[cH:29][cH:30][cH:31][cH:32][cH:33]3)[c:34]3[cH:35][cH:36][cH:37][cH:38][cH:39]3)[CH2:19]2)[CH2:12][CH2:13]1)([CH3:5])([CH3:6])[CH3:7].[CH3:60][O:61][c:62]1[cH:63][cH:64][cH:65][cH:66][cH:67]1.[CH3:68][CH2:69][O:70][C:71](=[O:72])[CH3:73].[OH:53][C:54]([C:55]([F:56])([F:57])[F:58])=[O:59]>>[NH2:8][CH:9]1[CH2:10][N:11]([CH2:14][CH:15]2[N:16]([C:40](=[O:41])[O:42][CH2:43][c:44]3[cH:45][cH:46][c:47]([N+:50](=[O:51])[O-:52])[cH:48][cH:49]3)[CH2:17][CH:18]([S:20][C:21]([c:22]3[cH:23][cH:24][cH:25][cH:26][cH:27]3)([c:28]3[cH:29][cH:30][cH:31][cH:32][cH:33]3)[c:34]3[cH:35][cH:36][cH:37][cH:38][cH:39]3)[CH2:19]2)[CH2:12][CH2:13]1. The reactants are O (Water), BrC=1N=C(N(C1Br)COCC[Si](C)(C)C)C1=CC=C(C=C1)F (4,5-Dibromo-2-(4-fluorophenyl)-1-(2-trimethylsilanyl-ethoxymethyl)imidazole), C(C)(C)O (isopropanol), N-BuLi. Solvent: C1CCOC1 (THF). Reaction conditions: time 15 minute. Yields the product BrC=1N=C(N(C1)COCC[Si](C)(C)C)C1=CC=C(C=C1)F (4-Bromo-2-(4-fluorophenyl)-1-(2-trimethylsilanyl-ethoxymethyl)imidazole). The yield is 98.0%. RXN SMILES: [Br:1][C:2]1[N:3]=[C:4]([C:16]2[CH:21]=[CH:20][C:19]([F:22])=[CH:18][CH:17]=2)[N:5]([CH2:8][O:9][CH2:10][CH2:11][Si:12]([CH3:15])([CH3:14])[CH3:13])[C:6]=1Br.C(O)(C)C.O>C1COCC1>[Br:1][C:2]1[N:3]=[C:4]([C:16]2[CH:21]=[CH:20][C:19]([F:22])=[CH:18][CH:17]=2)[N:5]([CH2:8][O:9][CH2:10][CH2:11][Si:12]([CH3:15])([CH3:14])[CH3:13])[CH:6]=1. Procedure details: 4,5-Dibromo-2-(4-fluorophenyl)-1-(2-trimethylsilanyl-ethoxymethyl)imidazole (10.8 g; 25 mmol) are dissolved in THF (108 ml) and cooled to −78 C under argon. N-BuLi (15.6 ml; 1.6 M) is added under stirring within 15 min. After 30 min at −78 C, isopropanol (7.8 ml; 0.1 mol) is introduced dropwise and the mixture warmed to room temperature. Water is added to the reaction mixture and the aqueous phase extracted three times with ethyl acetate. The combined organic phases are washed with saturated NaC...